This data is from the Open Reaction Database (ORD), a public repository of structured organic reaction records. The task is: describe an organic reaction: reactants, conditions, products, and yield RXN SMILES: [CH3:21][O:22][c:23]1[cH:24][c:25]([NH2:26])[cH:27][c:28]([C:30]([F:31])([F:32])[F:33])[cH:29]1.[CH3:42][c:43]1[cH:44][cH:45][cH:46][cH:47][cH:48]1.[F:1][C:2]([F:3])([F:4])[S:5]([O:6][c:7]1[cH:8][c:9]([CH:13]([C:14](=[O:15])[O:16][CH3:17])[CH3:18])[cH:10][cH:11][cH:12]1)(=[O:19])=[O:20].[K+:39].[K+:40].[K+:41].[O:51]=[C:52]([CH:53]=[CH:54][c:55]1[cH:56][cH:57][cH:58][cH:59][cH:60]1)[CH:61]=[CH:62][c:63]1[cH:64][cH:65][cH:66][cH:67][cH:68]1.[O:69]=[C:70]([CH:71]=[CH:72][c:73]1[cH:74][cH:75][cH:76][cH:77][cH:78]1)[CH:79]=[CH:80][c:81]1[cH:82][cH:83][cH:84][cH:85][cH:86]1.[O:87]=[C:88]([CH:89]=[CH:90][c:91]1[cH:92][cH:93][cH:94][cH:95][cH:96]1)[CH:97]=[CH:98][c:99]1[cH:100][cH:101][cH:102][cH:103][cH:104]1.[P:34]([O-:35])([O-:36])([O-:37])=[O:38].[Pd:49].[Pd:50]>>[c:7]1([NH:26][c:25]2[cH:24][c:23]([O:22][CH3:21])[cH:29][c:28]([C:30]([F:31])([F:32])[F:33])[cH:27]2)[cH:8][c:9]([CH:13]([C:14](=[O:15])[O:16][CH3:17])[CH3:18])[cH:10][cH:11][cH:12]1. Reactants: COc1cc(N)cc(C(F)(F)F)c1, Cc1ccccc1, COC(=O)C(C)c1cccc(OS(=O)(=O)C(F)(F)F)c1, [K+], [K+], [K+], O=C(C=Cc1ccccc1)C=Cc1ccccc1, O=C(C=Cc1ccccc1)C=Cc1ccccc1, O=C(C=Cc1ccccc1)C=Cc1ccccc1, O=P([O-])([O-])[O-], [Pd], [Pd]. The product is COC(=O)C(C)c1cccc(Nc2cc(OC)cc(C(F)(F)F)c2)c1. The reactants are COC=1C=CC(=CC1)P2(=S)SP(=S)(S2)C=3C=CC(=CC3)OC (Lawesson's reagent), S1C=CN2C1NC(C=C2)=O (8H-thiazolo[3,2-a]pyrimidin-7-one). Solvent: CC#N (CH3CN). Conditions: time 1.5 hour. Product: S1C=CN2C1NC(C=C2)=S (8H-thiazolo[3,2-a]-pyrimidin-7-thione). Isolated yield 121.9%. RXN SMILES: COC1C=CC(P2(SP(C3C=CC(OC)=CC=3)(=S)S2)=[S:10])=CC=1.[S:23]1[CH:27]2[NH:28][C:29](=O)[CH:30]=[CH:31][N:26]2[CH:25]=[CH:24]1>CC#N>[S:23]1[CH:27]2[NH:28][C:29](=[S:10])[CH:30]=[CH:31][N:26]2[CH:25]=[CH:24]1. Procedure details: Lawesson's reagent (5.26 g.) was added to a boiling solution of 8H-thiazolo[3,2-a]pyrimidin-7-one (4.0 g.) in CH3CN(200 ml.) and the mixture was heated under reflux with stirring for 1.5 h. On cooling silica gel (70-230 mesh, 15 g.) was added and the mixture was evaporated to dryness. The residue was applied to a column of silica gel (300 g.) and eluted with MeOH/CH2Cl2 (5-10% to give 8H-thiazolo[3,2-a]-pyrimidin-7-thione (2.7 g.). Trimethyloxonium tetrafluoroborate (2.0 g.) was added to a stirr... The reactants are ClC1=NC=CC=C1C(=O)O (2-chloro-3-pyridinecarboxylic acid), S(=O)(=O)(OC)OC (dimethyl sulfate), C([O-])([O-])=O.[K+].[K+] (potassium carbonate). Solvent: CC(=O)C (acetone). Run at time 8 hour. Yields the product ClC1=NC=CC=C1C(=O)OC (2-chloro-3-pyridinecarboxylic acid, methyl ester), pure product. RXN SMILES: [Cl:1][C:2]1[C:7]([C:8]([OH:10])=[O:9])=[CH:6][CH:5]=[CH:4][N:3]=1.S(OC)(O[CH3:15])(=O)=O.C(=O)([O-])[O-].[K+].[K+]>CC(C)=O>[Cl:1][C:2]1[C:7]([C:8]([O:10][CH3:15])=[O:9])=[CH:6][CH:5]=[CH:4][N:3]=1 |f:2.3.4|. Reported procedure: 2-Chloro-3-pyridinecarboxylic acid, methyl ester (11) is prepared as follows: a suspension of 22.06 g (140 mmol) of 2-chloro-3-pyridinecarboxylic acid (10), 14.6 mL (154 mmol) of dimethyl sulfate, 29 g (210 mmol) of anhydrous powdered potassium carbonate, and 140 mL of acetone is stirred at room temperature overnight. The mixture is filtered, the salts are washed with acetone, and the filtrate is concentrated to an oil that is diluted with dichloromethane. The organic phase is washed with satura... Reactants: CCCCCCCCCCCCCCOc1ccc(C(=O)CC(=O)O)o1, O=C=O, C1CCOC1, OCc1ccccc1. Product: CCCCCCCCCCCCCCOc1ccc(C(=O)CC(=O)OCc2ccccc2)o1. Reaction SMILES: [CH2:1]([CH2:2][CH2:3][CH2:4][CH2:5][CH2:6][CH2:7][CH2:8][CH2:9][CH2:10][CH2:11][CH2:12][CH2:13][CH3:14])[O:15][c:16]1[cH:17][cH:18][c:19]([C:21](=[O:22])[CH2:23][C:24](=[O:25])[OH:26])[o:20]1.[O:27]=[C:28]=[O:29].[O:38]1[CH2:39][CH2:40][CH2:41][CH2:42]1.[OH:30][CH2:31][c:32]1[cH:33][cH:34][cH:35][cH:36][cH:37]1>>[CH2:1]([CH2:2][CH2:3][CH2:4][CH2:5][CH2:6][CH2:7][CH2:8][CH2:9][CH2:10][CH2:11][CH2:12][CH2:13][CH3:14])[O:15][c:16]1[cH:17][cH:18][c:19]([C:21](=[O:22])[CH2:23][C:24]([O:25][CH2:31][c:32]2[cH:33][cH:34][cH:35][cH:36][cH:37]2)=[O:26])[o:20]1. Reactants: CN(C)C=O, Sc1nc(-c2ccc(Cl)cc2)c(-c2ccc(Cl)cc2)[nH]1, [H-], Ic1cccs1, [Na+], O. Product: Clc1ccc(-c2nc(Sc3cccs3)[nH]c2-c2ccc(Cl)cc2)cc1. RXN SMILES: [CH3:30][N:31]([CH3:32])[CH:33]=[O:34].[Cl:1][c:2]1[cH:3][cH:4][c:5](-[c:8]2[n:9][c:10]([SH:20])[nH:11][c:12]2-[c:13]2[cH:14][cH:15][c:16]([Cl:19])[cH:17][cH:18]2)[cH:6][cH:7]1.[H-:21].[I:23][c:24]1[s:25][cH:26][cH:27][cH:28]1.[Na+:22].[OH2:29]>>[Cl:1][c:2]1[cH:3][cH:4][c:5](-[c:8]2[nH:9][c:10]([S:20][c:24]3[s:25][cH:26][cH:27][cH:28]3)[n:11][c:12]2-[c:13]2[cH:14][cH:15][c:16]([Cl:19])[cH:17][cH:18]2)[cH:6][cH:7]1. The reactants are CC1=C(C=NC=C1)N1C(NCC1)=O (1-(4-methyl-pyridin-3-yl)-imidazolidin-2-one), BrC1=CC(=CC=C1)C(F)(F)F (1-bromo-3-trifluoromethyl-benzene), N[C@H]1[C@@H](CCCC1)N (trans-1,2-diamino cyclohexane), P(=O)([O-])([O-])[O-].[K+].[K+].[K+] (potassium phosphate). Reagents/catalysts: [Cu](I)I (copper iodide). Run in O1CCOCC1 (1,4-dioxane). The product is CC1=C(C=NC=C1)N1C(N(CC1)C1=CC(=CC=C1)C(F)(F)F)=O (1-(4-Methyl-pyridin-3-yl)-3-(3-trifluoromethyl-phenyl)-imidazolidin-2-One). The yield is 69.8%. Reaction SMILES: [CH3:1][C:2]1[CH:7]=[CH:6][N:5]=[CH:4][C:3]=1[N:8]1[CH2:12][CH2:11][NH:10][C:9]1=[O:13].Br[C:15]1[CH:20]=[CH:19][CH:18]=[C:17]([C:21]([F:24])([F:23])[F:22])[CH:16]=1.N[C@@H]1CCCC[C@H]1N.P([O-])([O-])([O-])=O.[K+].[K+].[K+]>[Cu](I)I.O1CCOCC1>[CH3:1][C:2]1[CH:7]=[CH:6][N:5]=[CH:4][C:3]=1[N:8]1[CH2:12][CH2:11][N:10]([C:15]2[CH:20]=[CH:19][CH:18]=[C:17]([C:21]([F:24])([F:23])[F:22])[CH:16]=2)[C:9]1=[O:13] |f:3.4.5.6|. Procedure details: Using the same reaction conditions as in Example 14, 1-(4-methyl-pyridin-3-yl)-imidazolidin-2-one (I-14b: 150 mg, 0.847 mmol) was reacted with 1-bromo-3-trifluoromethyl-benzene (0.14 mL, 1.016 mmol), 1,4-dioxane (10 mL), copper iodide (16.13 mg, 0.0847 mmol), trans-1,2-diamino cyclohexane (0.03 mL, 0.254 mmol) and potassium phosphate (539 mg, 2.54 mmol) to afford the crude product. Purification by column chromatography on silica gel (1.2% MeOH in CHCl3) afforded 190 mg of the product (70.11% yie... Reactants: C(C)(C)(C)OC(=O)N1CC2CC(=C(C(C1)N2C(=O)OC(C)(C)C)C(N(CC2=C(C(=CC=C2)Cl)Cl)C2CC2)=O)C=2SC=C(N2)CCCO (6-[Cyclopropyl-(2,3-dichlorobenzyl)carbamoyl]-7-[4-(3-hydroxypropyl)thiazol-2-yl]-3,9-diazabicyclo[3.3.1]non-6-ene-3,9-dicarboxylic acid di-tert-butyl ester), C(C)C1=C(C(=NO1)O)F (5-ethyl-4-fluoroisoxazol-3-ol). Product: C(C)(C)(C)OC(=O)N1CC2CC(=C(C(C1)N2C(=O)OC(C)(C)C)C(N(CC2=C(C(=CC=C2)Cl)Cl)C2CC2)=O)C=2SC=C(N2)CCCOC2=NOC(=C2F)CC (6-[Cyclopropyl-(2,3-dichlorobenzyl)carbamoyl]-7-{4-[3-(5-ethyl-4-fluoroisoxazol-3-yloxy)propyl]thiazol-2-yl}-3,9-diazabicyclo[3.3.1]-non-6-ene-3,9-dicarboxylic acid di-tert-butyl ester). As a reaction SMILES: [C:1]([O:5][C:6]([N:8]1[CH2:15][CH:14]2[N:16]([C:17]([O:19][C:20]([CH3:23])([CH3:22])[CH3:21])=[O:18])[CH:10]([CH2:11][C:12]([C:39]3[S:40][CH:41]=[C:42]([CH2:44][CH2:45][CH2:46][OH:47])[N:43]=3)=[C:13]2[C:24](=[O:38])[N:25]([CH:35]2[CH2:37][CH2:36]2)[CH2:26][C:27]2[CH:32]=[CH:31][CH:30]=[C:29]([Cl:33])[C:28]=2[Cl:34])[CH2:9]1)=[O:7])([CH3:4])([CH3:3])[CH3:2].[CH2:48]([C:50]1[O:54][N:53]=[C:52](O)[C:51]=1[F:56])[CH3:49]>>[C:1]([O:5][C:6]([N:8]1[CH2:15][CH:14]2[N:16]([C:17]([O:19][C:20]([CH3:23])([CH3:22])[CH3:21])=[O:18])[CH:10]([CH2:11][C:12]([C:39]3[S:40][CH:41]=[C:42]([CH2:44][CH2:45][CH2:46][O:47][C:52]4[C:51]([F:56])=[C:50]([CH2:48][CH3:49])[O:54][N:53]=4)[N:43]=3)=[C:13]2[C:24](=[O:38])[N:25]([CH:35]2[CH2:36][CH2:37]2)[CH2:26][C:27]2[CH:32]=[CH:31][CH:30]=[C:29]([Cl:33])[C:28]=2[Cl:34])[CH2:9]1)=[O:7])([CH3:4])([CH3:2])[CH3:3]. Procedure: This compound is prepared from compound E4 and 5-ethyl-4-fluoroisoxazol-3-ol, according to the above-described procedure A. LC-MS: tR=1.24 min, ES+: 820.35. The reactants are ClC=1C=C2C=CNC2=CC1Cl (5,6-Dichloroindole), C(#N)[BH3-].[Na+] (sodium cyanoborohydride). Solvent: C(C)(=O)O (acetic acid). Yields the product ClC=1C=C2CCNC2=CC1Cl (5,6-Dichloroindoline). Yield: 90.0%. Reaction SMILES: [Cl:1][C:2]1[CH:3]=[C:4]2[C:8](=[CH:9][C:10]=1[Cl:11])[NH:7][CH:6]=[CH:5]2.C([BH3-])#N.[Na+]>C(O)(=O)C>[Cl:1][C:2]1[CH:3]=[C:4]2[C:8](=[CH:9][C:10]=1[Cl:11])[NH:7][CH2:6][CH2:5]2 |f:1.2|. Procedure details: 5,6-Dichloroindole (D38) was reduced in the usual way with sodium cyanoborohydride in glacial acetic acid to give the title compound (D39) (1.18 g, 90%). Reactants: solution, C[O-].[Na+] (sodium methanolate), C[Si](C1=CC=C(C=C1)F)(C)COC1=CC=C(C=C1)CC(C)=O (1-(4-[{dimethyl-(4-fluorophenyl)-silyl}methoxy]phenyl)-propan-2-one), N(=O)OCCC(C)C (isopentyl nitrite), C(C)(=O)O (acetic acid). The solvent is CO (methanol), CO (methanol). Product: C[Si](C1=CC=C(C=C1)F)(C)COC1=CC=C(C=C1)C(C(C)=O)=NO (1-(4-[{Dimethyl-(4-fluorophenyl)-silyl}methoxy]phenyl)propane-1,2-dione-1-oxime). Reaction SMILES: C[O-].[Na+].[CH3:4][Si:5]([CH2:14][O:15][C:16]1[CH:21]=[CH:20][C:19]([CH2:22][C:23](=[O:25])[CH3:24])=[CH:18][CH:17]=1)([CH3:13])[C:6]1[CH:11]=[CH:10][C:9]([F:12])=[CH:8][CH:7]=1.[N:26](OCCC(C)C)=[O:27].C(O)(=O)C>CO>[CH3:4][Si:5]([CH2:14][O:15][C:16]1[CH:17]=[CH:18][C:19]([C:22](=[N:26][OH:27])[C:23](=[O:25])[CH3:24])=[CH:20][CH:21]=1)([CH3:13])[C:6]1[CH:7]=[CH:8][C:9]([F:12])=[CH:10][CH:11]=1 |f:0.1|. Procedure details: 28 ml of a 30% solution of sodium methanolate in methanol are added at room temperature to 31.6 g of 1-(4-[{dimethyl-(4-fluorophenyl)-silyl}methoxy]phenyl)-propan-2-one in 300 ml of methanol, and 27 ml of isopentyl nitrite are then added dropwise. The reaction mixture is stirred for a further hour and rendered neutral with acetic acid; the solvent is evaporated off in vacuo. 200 ml of ethyl acetate are added to the residue; the organic phase is washed with water and saturated sodium chloride sol...